Dataset: the Open Reaction Database (ORD), a public repository of structured organic reaction records. Task: describe an organic reaction: reactants, conditions, products, and yield Reactants: 5a, ClC1=CC(=C(C=O)C=C1)F (4-chloro-2-fluorobenzaldehyde), [Na+].C1(=CC=CC=C1)S(=O)[O-] (benzene sulfinic acid sodium salt). Product: C1(=CC=CC=C1)S(=O)(=O)C1=C(C=O)C=CC(=C1)Cl (2-benzenesulfonyl-4-chlorobenzaldehyde). RXN SMILES: [Cl:1][C:2]1[CH:9]=[CH:8][C:5]([CH:6]=[O:7])=[C:4](F)[CH:3]=1.[Na+].[C:12]1([S:18]([O-:20])=[O:19])[CH:17]=[CH:16][CH:15]=[CH:14][CH:13]=1>>[C:12]1([S:18]([C:4]2[CH:3]=[C:2]([Cl:1])[CH:9]=[CH:8][C:5]=2[CH:6]=[O:7])(=[O:20])=[O:19])[CH:17]=[CH:16][CH:15]=[CH:14][CH:13]=1 |f:1.2|. Reported procedure: The title compound was prepared by the method of Preparation 5a using 4-chloro-2-fluorobenzaldehyde and benzene sulfinic acid sodium salt. Reactants: CC1CCCN1C1CC(c2nc3ccc(Br)cc3s2)C1, O=C([O-])[O-], [Cu], [K+], [K+], c1ccncc1, O=c1cccn[nH]1. The product is CC1CCCN1C1CC(c2nc3ccc(-n4ncccc4=O)cc3s2)C1. As a reaction SMILES: [Br:1][c:2]1[cH:3][c:4]2[c:5]([n:6][c:7]([CH:9]3[CH2:10][CH:11]([N:13]4[CH:14]([CH3:18])[CH2:15][CH2:16][CH2:17]4)[CH2:12]3)[s:8]2)[cH:19][cH:20]1.[C:28](=[O:29])([O-:30])[O-:31].[Cu:40].[K+:32].[K+:33].[cH:34]1[cH:35][cH:36][n:37][cH:38][cH:39]1.[n:21]1[nH:22][c:23](=[O:27])[cH:24][cH:25][cH:26]1>>[c:2]1(-[n:22]2[n:21][cH:26][cH:25][cH:24][c:23]2=[O:27])[cH:3][c:4]2[c:5]([n:6][c:7]([CH:9]3[CH2:10][CH:11]([N:13]4[CH:14]([CH3:18])[CH2:15][CH2:16][CH2:17]4)[CH2:12]3)[s:8]2)[cH:19][cH:20]1. Starting materials: CC1(CCC(CC1)N)C (4,4-dimethyl-cyclohexylamine), NC1=CC=NC(=C1)C(=O)O (4-amino-pyridine-6-carboxylic acid), CN(C)C(=[N+](C)C)ON1C2=C(C=CC=C2)N=N1.[B-](F)(F)(F)F (TBTU), TEA, O (water). Solvent: CN(C)C=O (DMF). Conditions: time 1 hour. Product: CC1(CCC(CC1)NC(=O)C1=NC=CC(=C1)N)C (4-Amino-pyridine-2-carboxylic acid (4,4-dimethyl-cyclohexyl)-amide). RXN SMILES: [NH2:1][C:2]1[CH:7]=[C:6]([C:8]([OH:10])=O)[N:5]=[CH:4][CH:3]=1.CN(C(ON1N=NC2C=CC=CC1=2)=[N+](C)C)C.[B-](F)(F)(F)F.[CH3:33][C:34]1([CH3:41])[CH2:39][CH2:38][CH:37]([NH2:40])[CH2:36][CH2:35]1.O>CN(C=O)C>[CH3:33][C:34]1([CH3:41])[CH2:39][CH2:38][CH:37]([NH:40][C:8]([C:6]2[CH:7]=[C:2]([NH2:1])[CH:3]=[CH:4][N:5]=2)=[O:10])[CH2:36][CH2:35]1 |f:1.2|. Procedure details: To a mixture of 4-amino-pyridine-6-carboxylic acid (250 mg, 1.81 mmol) with TBTU (600 mg, 1.87 mmol) and TEA (1 mL, 7.2 mmol) in 4 mL DMF was added 4,4-dimethyl-cyclohexylamine (300 mg, 1.83 mmol) and the mixture stirred at ambient temperature for 1 h. Then the mixture was poured into water at 0° C. and stirred for 5 min. The precipitate was filtered off, washed with water and dried at 55° C. Reactants: FC1=CC=C(C=O)C=C1 (4-fluorobenzaldehyde), C(CCC)[Li] (n-Butyllithium), hexanes, BrC=1SC=CC1CCO[Si](C)(C)C(C)(C)C ((2-(2-bromothiophen-3-yl)ethoxy)(tert-butyl)dimethylsilane), [Cl-].[NH4+] (ammonium chloride). Solvent: C1CCOC1 (THF), C1CCOC1 (THF). Conditions: temperature -78 celsius, time 30 minute. Yields the product [Si](C)(C)(C(C)(C)C)OCCC1=C(SC=C1)C(O)C1=CC=C(C=C1)F ((3-(2-(tert-Butyldimethylsilyloxy)ethyl)thiophen-2-yl)(4-fluorophenyl)methanol). Yield: 56.3%. Reaction SMILES: C([Li])CCC.Br[C:7]1[S:8][CH:9]=[CH:10][C:11]=1[CH2:12][CH2:13][O:14][Si:15]([C:18]([CH3:21])([CH3:20])[CH3:19])([CH3:17])[CH3:16].[F:22][C:23]1[CH:30]=[CH:29][C:26]([CH:27]=[O:28])=[CH:25][CH:24]=1.[Cl-].[NH4+]>C1COCC1>[Si:15]([O:14][CH2:13][CH2:12][C:11]1[CH:10]=[CH:9][S:8][C:7]=1[CH:27]([C:26]1[CH:29]=[CH:30][C:23]([F:22])=[CH:24][CH:25]=1)[OH:28])([C:18]([CH3:21])([CH3:20])[CH3:19])([CH3:17])[CH3:16] |f:3.4|. Procedure details: n-Butyllithium in hexanes (12.7 mL, 1.6 M, 20.3 mmol) was added dropwise to a solution of (2-(2-bromothiophen-3-yl)ethoxy)(tert-butyl)dimethylsilane (5.9 g, 18.4 mmol) in anhydrous THF (15 mL) at −78° C. The resulting mixture was stirred at −78° C. for 30 min and 4-fluorobenzaldehyde (2.5 g, 20.3 mmol) in THF was added slowly. The mixture was stirred at −78° C. for 2 h and then warmed up to rt. After cooling again to 0° C. 50 mL of aqueous saturated ammonium chloride was added and the mixture wa...